From a dataset of the Open Reaction Database (ORD), a public repository of structured organic reaction records. describe an organic reaction: reactants, conditions, products, and yield Reactants: C1CCOC1, CCOC(=O)CP(=O)(OCC)OCC, [H-], [Na+], O, O=C1c2ccccc2-c2ccccc21. Yields the product CCOC(=O)C=C1c2ccccc2-c2ccccc21. As a reaction SMILES: [CH2:32]1[O:33][CH2:34][CH2:35][CH2:36]1.[CH3:15][CH2:16][O:17][C:18](=[O:19])[CH2:20][P:21]([O:22][CH2:23][CH3:24])([O:25][CH2:26][CH3:27])=[O:28].[H-:30].[Na+:29].[OH2:31].[cH:1]1[cH:2][cH:3][cH:4][c:5]2[c:13]1[C:12](=[O:14])[c:11]1[c:6]-2[cH:7][cH:8][cH:9][cH:10]1>>[cH:1]1[cH:2][cH:3][cH:4][c:5]2[c:13]1[C:12](=[CH:20][C:18]([O:17][CH2:16][CH3:15])=[O:19])[c:11]1[c:6]-2[cH:7][cH:8][cH:9][cH:10]1. Starting materials: ClC1=C(C(=O)O)C=CC=C1Cl (2,3-dichlorobenzoic acid), BrC1=CC=C(C=N1)C1(CCC(CC1)(F)F)C(C)N (1-(1-(6-bromopyridin-3-yl)-4,4-difluorocyclohexyl)ethanamine). Product: BrC1=CC=C(C=N1)C1(CCC(CC1)(F)F)C(C)NC(C1=C(C(=CC=C1)Cl)Cl)=O (N-(1-(1-(6-bromopyridin-3-yl)-4,4-difluorocyclohexyl)ethyl)-2,3-dichlorobenzamide). Reaction SMILES: [Cl:1][C:2]1[C:10]([Cl:11])=[CH:9][CH:8]=[CH:7][C:3]=1[C:4]([OH:6])=O.[Br:12][C:13]1[N:18]=[CH:17][C:16]([C:19]2([CH:27]([NH2:29])[CH3:28])[CH2:24][CH2:23][C:22]([F:26])([F:25])[CH2:21][CH2:20]2)=[CH:15][CH:14]=1>>[Br:12][C:13]1[N:18]=[CH:17][C:16]([C:19]2([CH:27]([NH:29][C:4](=[O:6])[C:3]3[CH:7]=[CH:8][CH:9]=[C:10]([Cl:11])[C:2]=3[Cl:1])[CH3:28])[CH2:20][CH2:21][C:22]([F:25])([F:26])[CH2:23][CH2:24]2)=[CH:15][CH:14]=1. Procedure: From 2,3-dichlorobenzoic acid and 1-(1-(6-bromopyridin-3-yl)-4,4-difluorocyclohexyl)ethanamine. LCMS (MH+): m/z=493.1, tR (minutes, Method D)=0.83 The reactants are [Br-], CC(C)=O, Cc1onc(-c2ccccc2Cl)c1C(=O)Cl, [K+], CC1(C)SC2C(N)C(=O)N2C1c1nnn[nH]1, [Na+], [Na], C1CCOC1, [OH-], O. Yields the product Cc1onc(-c2ccccc2Cl)c1C(=O)NC1C(=O)N2C1SC(C)(C)C2c1nnn[nH]1. RXN SMILES: [Br-:36].[CH3:44][C:45](=[O:46])[CH3:47].[Cl:19][c:20]1[c:21](-[c:26]2[n:27][o:28][c:29]([CH3:34])[c:30]2[C:31](=[O:32])[Cl:33])[cH:22][cH:23][cH:24][cH:25]1.[K+:37].[NH2:1][CH:2]1[CH:3]2[N:4]([CH:5]([c:10]3[n:11][n:12][n:13][nH:14]3)[C:6]([CH3:8])([CH3:9])[S:7]2)[C:15]1=[O:16].[Na+:18].[Na:35].[O:39]1[CH2:40][CH2:41][CH2:42][CH2:43]1.[OH-:17].[OH2:38]>>[NH:1]([CH:2]1[CH:3]2[N:4]([CH:5]([c:10]3[nH:11][n:12][n:13][n:14]3)[C:6]([CH3:8])([CH3:9])[S:7]2)[C:15]1=[O:16])[C:31]([c:30]1[c:26](-[c:21]2[c:20]([Cl:19])[cH:25][cH:24][cH:23][cH:22]2)[n:27][o:28][c:29]1[CH3:34])=[O:32]. Reactants: BrC1=CC=C(O1)C1=NN2C(=NC=3C=CC(=CC3C2=N1)Cl)SC#N (2-(5-bromo-2-furyl)-9-chloro-5-thiocyanato[1,2,4]triazolo[1,5-c]quinazoline), N (ammonia). Procedure: To a solution of 4.9 g of 2-(5-bromo-2-furyl)-9-chloro-5-thiocyanato[1,2,4]triazolo[1,5-c]quinazoline in 80 cc of tetrahydrofuran is added gaseous ammonia under ice cooling over 1.3 hr. The precipitate which forms is collected washed with tetrahydrofuran, recrystallized from N,N-dimethyl acetamide and dried under high vacuum at 100° to afford pure 2-(5-bromo-2-furyl)-9-chloro-5-imino-5,6-dihydro[1,2,4]triazolo[1,5-c]quinazoline, mp 282°-283°. The solvent is O1CCCC1 (tetrahydrofuran). RXN SMILES: [Br:1][C:2]1[O:6][C:5]([C:7]2[N:19]=[C:18]3[N:9]([C:10](SC#N)=[N:11][C:12]4[CH:13]=[CH:14][C:15]([Cl:20])=[CH:16][C:17]=43)[N:8]=2)=[CH:4][CH:3]=1.[NH3:24]>O1CCCC1>[Br:1][C:2]1[O:6][C:5]([C:7]2[N:19]=[C:18]3[N:9]([C:10](=[NH:24])[NH:11][C:12]4[CH:13]=[CH:14][C:15]([Cl:20])=[CH:16][C:17]=43)[N:8]=2)=[CH:4][CH:3]=1. The product is BrC1=CC=C(O1)C1=NN2C(NC=3C=CC(=CC3C2=N1)Cl)=N (2-(5-bromo-2-furyl)-9-chloro-5-imino-5,6-dihydro[1,2,4]triazolo[1,5-c]quinazoline). Starting materials: O=C(n1ccnc1)n1ccnc1, CC(C)(C)OC(=O)NCC(=O)O, CNOC, C1CCOC1. The product is CON(C)C(=O)CNC(=O)OC(C)(C)C. RXN SMILES: [C:13]([n:14]1[cH:15][cH:16][n:17][cH:18]1)([n:19]1[cH:20][cH:21][n:22][cH:23]1)=[O:24].[C:1]([CH3:2])([CH3:3])([CH3:4])[O:5][C:6](=[O:7])[NH:8][CH2:9][C:10](=[O:11])[OH:12].[CH3:25][NH:26][O:27][CH3:28].[O:29]1[CH2:30][CH2:31][CH2:32][CH2:33]1>>[C:1]([CH3:2])([CH3:3])([CH3:4])[O:5][C:6](=[O:7])[NH:8][CH2:9][C:10](=[O:12])[N:26]([CH3:25])[O:27][CH3:28].